The task is: describe an organic reaction: reactants, conditions, products, and yield. This data is from the Open Reaction Database (ORD), a public repository of structured organic reaction records. Reactants: D1, COC1=C(CON2C(NC3=C(C2=O)OC2=C3C=CC=C2)=O)C=CC(=C1)OC (3-(2,4-dimethoxy-benzyloxy)-1H-benzo[4,5]furo[3,2-d]pyrimidine-2,4-dione), BrC=1C=C(CBr)C=CC1 (3-bromobenzyl bromide). The product is BrC=1C=C(CN2C(N(C(C3=C2C2=C(O3)C=CC=C2)=O)O)=O)C=CC1 (1-(3-Bromo-benzyl)-3-hydroxy-1H-benzo[4,5]furo[3,2-d]pyrimidine-2,4-dione). RXN SMILES: COC1C=C(OC)C=CC=1C[O:6][N:7]1[C:12](=[O:13])[C:11]2[O:14][C:15]3[CH:20]=[CH:19][CH:18]=[CH:17][C:16]=3[C:10]=2[NH:9][C:8]1=[O:21].[Br:28][C:29]1[CH:30]=[C:31]([CH:34]=[CH:35][CH:36]=1)[CH2:32]Br>>[Br:28][C:29]1[CH:30]=[C:31]([CH:34]=[CH:35][CH:36]=1)[CH2:32][N:9]1[C:10]2[C:16]3[CH:17]=[CH:18][CH:19]=[CH:20][C:15]=3[O:14][C:11]=2[C:12](=[O:13])[N:7]([OH:6])[C:8]1=[O:21]. Procedure details: Following general procedure B2 and D1, 3-(2,4-dimethoxy-benzyloxy)-1H-benzo[4,5]furo[3,2-d]pyrimidine-2,4-dione was alkylated with 3-bromobenzyl bromide and subsequently deprotected to provide the title compound as a white solid. 1H NMR (d6-DMSO, 300 MHz) δ 5.55 (s, 2H); 7.25-7.40 (m, 3H); 7.42-7.52 (m, 1H); 7.57-7.63 (m, 2H); 7.76-7.85 (m, 2H); Ret. time=2.64 min., m/z=386.0. Solvent: C1CCOC1 (THF). Reactants: C1(=CC=CC=C1)[SiH3] (PhSiH3), C(=O)C1=CC=C(C(=O)O)C=C1 (4-formylbenzoic acid), O1CCN(CC1)C1=CC=C(N)C=C1 (4-morpholinoaniline), [Sn](Cl)(Cl)(CCCC)CCCC (Bu2SnCl2). As a reaction SMILES: [CH:1]([C:3]1[CH:11]=[CH:10][C:6]([C:7]([OH:9])=[O:8])=[CH:5][CH:4]=1)=O.[O:12]1[CH2:17][CH2:16][N:15]([C:18]2[CH:24]=[CH:23][C:21]([NH2:22])=[CH:20][CH:19]=2)[CH2:14][CH2:13]1.[Sn](CCCC)(CCCC)(Cl)Cl.C1([SiH3])C=CC=CC=1>C1COCC1>[N:15]1([C:18]2[CH:19]=[CH:20][C:21]([NH:22][CH2:1][C:3]3[CH:11]=[CH:10][C:6]([C:7]([OH:9])=[O:8])=[CH:5][CH:4]=3)=[CH:23][CH:24]=2)[CH2:14][CH2:13][O:12][CH2:17][CH2:16]1. Reported procedure: A suspension of 4-formylbenzoic acid (2.53 g; 16.8 mmol; 1 eq), 4-morpholinoaniline (3 g; 16.8 mmol; 1 eq) and Bu2SnCl2 (510 mg; 1.68 mmol; 0.1 eq) in dry THF (20 ml) was treated with PhSiH3 (3.31 ml; 16.8 mmol; 1 eq) at room temperature for 12 h. The reaction, was filtered and the solid product was washed with MeOH. The yield of the reaction was 5.25 g (99%). LRMS: calc 312.37. found: 313.2. Product: N1(CCOCC1)C1=CC=C(C=C1)NCC1=CC=C(C(=O)O)C=C1 (4-[(4-Morpholin-4-yl-phenylamino)-methyl]-benzoic acid).